From a dataset of the Open Reaction Database (ORD), a public repository of structured organic reaction records. describe an organic reaction: reactants, conditions, products, and yield Reactants: BrBr (bromine), OC=1C=C(C=CC1O)CCC(C(CCCC)C)O (1-(3,4-dihydroxyphenyl)-4-methyl-3-octanol), BrBr (bromine). Run in C(C)(=O)O (acetic acid), C(C)(=O)O (acetic acid). Product: BrC1=C(C=C(C(=C1)O)O)CCC(C(CCCC)C)O (1-(2-bromo-4,5-dihydroxyphenyl)-4-methyl-3-octanol). The yield is 76.2%. Reaction SMILES: [OH:1][C:2]1[CH:3]=[C:4]([CH2:9][CH2:10][CH:11]([OH:18])[CH:12]([CH3:17])[CH2:13][CH2:14][CH2:15][CH3:16])[CH:5]=[CH:6][C:7]=1[OH:8].[Br:19]Br>C(O)(=O)C>[Br:19][C:5]1[CH:6]=[C:7]([OH:8])[C:2]([OH:1])=[CH:3][C:4]=1[CH2:9][CH2:10][CH:11]([OH:18])[CH:12]([CH3:17])[CH2:13][CH2:14][CH2:15][CH3:16]. Reported procedure: To a solution of 0.5 g of 1-(3,4-dihydroxyphenyl)-4-methyl-3-octanol obtained in Example 1 in 20 ml of acetic acid was added dropwise a mixture of 0.37 g of bromine and 2 ml of acetic acid and after the color of bromine disappeared, the solvent was distilled off under reduced pressure. The residue thus formed was extracted with ethyl acetate. The extract was washed with water, dried over anhydrous magnesium sulfate, and the solvent was distilled off under reduced pressure. The residue was applie... Starting materials: C(C1=CC=CC=C1)OC1=NC(=C(C(=N1)OC=1C=C(C#N)C=C(C1)C)C(C)C)OCC1=CC=CC=C1 (3-(2,6-Bis-benzyloxy-5-isopropyl-pyrimidin-4-yloxy)-5-methyl-benzonitrile), [H][H] (hydrogen). Reagents/catalysts: [Pd] (Pd/C). The solvent is CCOC(=O)C (EtOAc), CCO (EtOH). Reaction conditions: time 1 hour. The product is C(C)(C)C1=C(NC(NC1=O)=O)OC=1C=C(C#N)C=C(C1)C (3-(5-Isopropyl-2,6-dioxo-1,2,3,6-tetrahydro-pyrimidin-4-yloxy)-5-methyl-benzonitrile). Yield: 67.4%. As a reaction SMILES: C([O:8][C:9]1[N:14]=[C:13]([O:15][C:16]2[CH:17]=[C:18]([CH:21]=[C:22]([CH3:24])[CH:23]=2)[C:19]#[N:20])[C:12]([CH:25]([CH3:27])[CH3:26])=[C:11]([O:28]CC2C=CC=CC=2)[N:10]=1)C1C=CC=CC=1.[H][H]>CCOC(C)=O.CCO.[Pd]>[CH:25]([C:12]1[C:11](=[O:28])[NH:10][C:9](=[O:8])[NH:14][C:13]=1[O:15][C:16]1[CH:17]=[C:18]([CH:21]=[C:22]([CH3:24])[CH:23]=1)[C:19]#[N:20])([CH3:27])[CH3:26]. Procedure: 3-(2,6-Bis-benzyloxy-5-isopropyl-pyrimidin-4-yloxy)-5-methyl-benzonitrile (372 mg, 65% pure, 0.52 mmol) was dissolved in 20 mL of EtOAc and 5 mL of EtOH. 10% Pd/C (75 mg) was added and a hydrogen balloon was applied. The reaction mixture was stirred at room temperature for 1 hour. The Pd/C was filtered through celite, and the filtrate was concentrated and purified using silica gel (EtOAc/hexane) to give a white solid (100 mg, 29%). LC-MS shows 286.0 (M+1). Reactants: ClC(Cl)Cl, Cl, CCC(OC)=C(C#N)C(=O)c1ccc(F)cc1. Yields the product CCC(O)=C(C#N)C(=O)c1ccc(F)cc1. RXN SMILES: [CH:19]([Cl:20])([Cl:21])[Cl:22].[ClH:18].[F:1][c:2]1[cH:3][cH:4][c:5]([C:6](=[O:7])[C:8]([C:9]#[N:10])=[C:11]([CH2:12][CH3:13])[O:14][CH3:15])[cH:16][cH:17]1>>[F:1][c:2]1[cH:3][cH:4][c:5]([C:6](=[O:7])[C:8]([C:9]#[N:10])=[C:11]([CH2:12][CH3:13])[OH:14])[cH:16][cH:17]1. Reactants: C(C)(C)(C)OC(=O)NCC(=O)O.C1(CCCCC1)NC1CCCCC1 (t-butyloxycarbonylglycine dicyclohexylamine), Cl.C(C1=CC=CC=C1)OC(CNC(CN)=O)=O (glycylglycine benzyl ester hydrochloride), C(Cl)(Cl)Cl (chloroform), CCN=C=NCCCN(C)C (EDAC). Solvent: C(Cl)(Cl)Cl.C(Cl)Cl.C(C)(=O)OCC (chloroform methylene chloride ethyl acetate). Product: C(C1=CC=CC=C1)OC(CNC(CNC(CNC(=O)OC(C)(C)C)=O)=O)=O (t-butyloxycarbonylglycylglycylglycine benzyl ester). The yield is 85.9%. Reaction SMILES: [C:1]([O:5][C:6]([NH:8][CH2:9][C:10]([OH:12])=O)=[O:7])([CH3:4])([CH3:3])[CH3:2].C1(NC2CCCCC2)CCCCC1.Cl.[CH2:27]([O:34][C:35](=[O:42])[CH2:36][NH:37][C:38](=[O:41])[CH2:39][NH2:40])[C:28]1[CH:33]=[CH:32][CH:31]=[CH:30][CH:29]=1.C(Cl)(Cl)Cl.CCN=C=NCCCN(C)C>C(Cl)(Cl)Cl.C(Cl)Cl.C(OCC)(=O)C>[CH2:27]([O:34][C:35](=[O:42])[CH2:36][NH:37][C:38](=[O:41])[CH2:39][NH:40][C:10](=[O:12])[CH2:9][NH:8][C:6]([O:5][C:1]([CH3:2])([CH3:3])[CH3:4])=[O:7])[C:28]1[CH:29]=[CH:30][CH:31]=[CH:32][CH:33]=1 |f:0.1,2.3,6.7.8|. Procedure: In 380 ml of a chloroform/methylene chloride/ethyl acetate (7:5:1 by volume) mixed solvent were dissolved 7.13 g (20 mmol) of t-butyloxycarbonylglycine-dicyclohexylamine and 5.18 g (20 mmol) of glycylglycine benzyl ester hydrochloride obtained in Example 1. To this solution, 50 ml of a chloroform solution containing 4.22 g (20 mmol) of EDAC were added at -5° C. with stirring. The resulting mixture was stirred for 24 hours. The resulting chloroform solution was successively washed twice with a 10...